Dataset: the Open Reaction Database (ORD), a public repository of structured organic reaction records. Task: describe an organic reaction: reactants, conditions, products, and yield The reactants are Cl (HCl), COC(C1=C(C=CC(=C1)Cl)\C=C\C(=O)N1C(CN(CC1)CC1=CC=C(C=C1)F)C)=O (5-Chloro-2-{(E)-3-[4-(4-fluoro-benzyl)-2-methyl-piperazin-1-yl]-3-oxo-propenyl}-benzoic acid methyl ester), CO (methanol), [OH-].[Na+] (NaOH). The solvent is O (water). Conditions: time 8 hour. Yields the product ClC=1C=CC(=C(C(=O)O)C1)\C=C\C(=O)N1C(CN(CC1)CC1=CC=C(C=C1)F)C (5-Chloro-2-{(E)-3-[4-(4-fluoro-benzyl)-2-methyl-piperazin-1-y]-3-oxo-propenyl}-benzoic acid). The yield is 88.9%. Reaction SMILES: C[O:2][C:3](=[O:30])[C:4]1[CH:9]=[C:8]([Cl:10])[CH:7]=[CH:6][C:5]=1/[CH:11]=[CH:12]/[C:13]([N:15]1[CH2:20][CH2:19][N:18]([CH2:21][C:22]2[CH:27]=[CH:26][C:25]([F:28])=[CH:24][CH:23]=2)[CH2:17][CH:16]1[CH3:29])=[O:14].CO.[OH-].[Na+].Cl>O>[Cl:10][C:8]1[CH:7]=[CH:6][C:5](/[CH:11]=[CH:12]/[C:13]([N:15]2[CH2:20][CH2:19][N:18]([CH2:21][C:22]3[CH:23]=[CH:24][C:25]([F:28])=[CH:26][CH:27]=3)[CH2:17][CH:16]2[CH3:29])=[O:14])=[C:4]([CH:9]=1)[C:3]([OH:30])=[O:2] |f:2.3|. Procedure details: 1.56 g (3.6 mmol) 5-Chloro-2-{(E)-3-[4-(4-fluoro-benzyl)-2-methyl-piperazin-1-yl]-3-oxo-propenyl}-benzoic acid methyl ester (Example 78) was suspended in a 1:1 mixture of methanol and water (20 ml). 0.5 ml 10 N NaOH was added and the mixture was stirred overnight. After acidification using 6.5 ml 1N HCl the product precipitated. Filtration and drying yielded 1.32 g (3.2 mmol, 87%) of the desired acid.